This data is from the Open Reaction Database (ORD), a public repository of structured organic reaction records. The task is: describe an organic reaction: reactants, conditions, products, and yield Reactants: C1COCCN1, C1=CC(=NC=C1Br)CO. Reagents/catalysts: C(=O)([O-])[O-].[Cs+].[Cs+], CC1(C2=C(C(=CC=C2)P(C3=CC=CC=C3)C4=CC=CC=C4)OC5=C1C=CC=C5P(C6=CC=CC=C6)C7=CC=CC=C7)C, C1=CC=C(C=C1)/C=C/C(=O)/C=C/C2=CC=CC=C2.C1=CC=C(C=C1)/C=C/C(=O)/C=C/C2=CC=CC=C2.C1=CC=C(C=C1)/C=C/C(=O)/C=C/C2=CC=CC=C2.[Pd].[Pd]. Solvent: C1COCCO1. Run at temperature 110 celsius. Product: C1COCCN1C2=CN=C(C=C2)CO. The yield is 19.4%. Reported procedure: In a 10 mL Microwave vial was (5-bromopyridin-2-yl)methanol (500 mg, 2.66 mmol), morpholine (0.233 mL, 2.66 mmol),cesium carbonate (2166 mg, 6.65 mmol), Pd2(dba)3 (60.9 mg, 0.07 mmol) and (9,9-dimethyl-9H-xanthene-4,5-diyl)bis(diphenylphosphine) (115 mg, 0.20 mmol) in dioxane (10 mL) () to give a brown suspension. The reaction mixture was heated to 110 °C for 3h.  The reaction mixture was passed over Celite and washed with ethylacetate. The Filtrate was concentrate to dryness to get as a syrupy ... The reactants are OC1=C(C=C(C(=O)OCC)C=C1)[N+](=O)[O-] (ethyl 4-hydroxy-3-nitrobenzoate), C1(=CC=CC=C1)S(=O)(=O)O[C@@H](C)CCCCCC ((S)-2-octyl benzenesulphonate), C([O-])([O-])=O.[K+].[K+] (potassium carbonate), CC(=O)CC (ethyl methyl ketone). Run in O (water). The product is [N+](=O)([O-])C=1C=C(C(=O)OCC)C=CC1O[C@H](C)CCCCCC (ethyl 3-nitro-4-[(R)-2-octyloxy)benzoate). Isolated yield 91.4%. Reaction SMILES: [OH:1][C:2]1[CH:12]=[CH:11][C:5]([C:6]([O:8][CH2:9][CH3:10])=[O:7])=[CH:4][C:3]=1[N+:13]([O-:15])=[O:14].C1(S(O[C@H:26]([CH2:28][CH2:29][CH2:30][CH2:31][CH2:32][CH3:33])[CH3:27])(=O)=O)C=CC=CC=1.C(=O)([O-])[O-].[K+].[K+].CC(CC)=O>O>[N+:13]([C:3]1[CH:4]=[C:5]([CH:11]=[CH:12][C:2]=1[O:1][C@@H:26]([CH2:28][CH2:29][CH2:30][CH2:31][CH2:32][CH3:33])[CH3:27])[C:6]([O:8][CH2:9][CH3:10])=[O:7])([O-:15])=[O:14] |f:2.3.4|. Procedure: A mixture of 4 g of ethyl 4-hydroxy-3-nitrobenzoate, 5.4 g of (S)-2-octyl benzenesulphonate 6.9 g of potassium carbonate and 110 ml of ethyl methyl ketone was heated to reflux overnight. Subsequently, the cooled reaction mixture was poured into water and extracted three times with 50 ml of diethyl ether each time. The combined organic phases were washed with 500 ml of water, dried over magnesium sulphate, filtered and concentrated. Chromatography of the residue on silica gel with dichloromethane... Reaction SMILES: [CH3:1][CH:2]([CH:3]=[CH:4][CH:5]1[C:6]([CH3:13])=[CH:7][CH2:8][CH2:9][C:10]1([CH3:11])[CH3:12])[N:14]([CH3:15])[CH3:16].[CH3:27][CH2:28][OH:29].[CH3:32][OH:33].[Cl:17][CH2:18][c:19]1[cH:20][c:21]([Cl:26])[c:22]([Cl:25])[cH:23][cH:24]1.[I-:31].[K+:30]>>[CH3:1][CH:2]([CH:3]=[CH:4][CH:5]1[C:6]([CH3:13])=[CH:7][CH2:8][CH2:9][C:10]1([CH3:11])[CH3:12])[N+:14]([CH3:15])([CH3:16])[CH2:18][c:19]1[cH:20][c:21]([Cl:26])[c:22]([Cl:25])[cH:23][cH:24]1.[I-:31]. Yields the product CC1=CCCC(C)(C)C1C=CC(C)[N+](C)(C)Cc1ccc(Cl)c(Cl)c1, [I-]. The reactants are CC1=CCCC(C)(C)C1C=CC(C)N(C)C, CCO, CO, ClCc1ccc(Cl)c(Cl)c1, [I-], [K+]. The reactants are O=C([O-])O, O=[N+]([O-])c1ccc(Nc2ccnc3[nH]cc(Cl)c23)c(F)c1, [Na+], CN(C)C=O, O, O, O, Cl[Sn]Cl. Product: Nc1ccc(Nc2ccnc3[nH]cc(Cl)c23)c(F)c1. As a reaction SMILES: [C:28](=[O:29])([OH:30])[O-:31].[Cl:6][c:7]1[cH:8][nH:9][c:10]2[n:11][cH:12][cH:13][c:14]([NH:16][c:17]3[c:18]([F:26])[cH:19][c:20]([N+:23]([O-:24])=[O:25])[cH:21][cH:22]3)[c:15]12.[Na+:32].[O:33]=[CH:34][N:35]([CH3:36])[CH3:37].[OH2:1].[OH2:27].[OH2:2].[Sn:3]([Cl:4])[Cl:5]>>[Cl:6][c:7]1[cH:8][nH:9][c:10]2[n:11][cH:12][cH:13][c:14]([NH:16][c:17]3[c:18]([F:26])[cH:19][c:20]([NH2:23])[cH:21][cH:22]3)[c:15]12. The reactants are ClC1=CC=C2C=C(C=NC2=C1)NC1=CC=C(OC(C(=O)OCC)C)C=C1 (ethyl 2-{4-[N-(7-chloroquinolin-3-yl)amino]phenoxy}propionate), [OH-].[K+] (potassium hydroxide), Cl (hydrochloric acid). Solvent: CO (methanol). Conditions: time 24 hour. Yields the product ClC1=CC=C2C=C(C=NC2=C1)NC1=CC=C(OC(C(=O)O)C)C=C1 (2-{4-[N-(7-chloroquinolin-3-yl)amino]phenoxy}propionic acid). Isolated yield 58.5%. As a reaction SMILES: [Cl:1][C:2]1[CH:11]=[C:10]2[C:5]([CH:6]=[C:7]([NH:12][C:13]3[CH:26]=[CH:25][C:16]([O:17][CH:18]([CH3:24])[C:19]([O:21]CC)=[O:20])=[CH:15][CH:14]=3)[CH:8]=[N:9]2)=[CH:4][CH:3]=1.[OH-].[K+].Cl>CO>[Cl:1][C:2]1[CH:11]=[C:10]2[C:5]([CH:6]=[C:7]([NH:12][C:13]3[CH:14]=[CH:15][C:16]([O:17][CH:18]([CH3:24])[C:19]([OH:21])=[O:20])=[CH:25][CH:26]=3)[CH:8]=[N:9]2)=[CH:4][CH:3]=1 |f:1.2|. Reported procedure: A solution of ethyl 2-{4-[N-(7-chloroquinolin-3-yl)amino]phenoxy}propionate (370 mg) and potassium hydroxide (200 mg) in methanol (10 ml) was warmed and stirred for 24 hours. The solution was poured into dilute hydrochloric acid (50 ml of 0.5M) and extracted with ethyl acetate (2×50 ml). The organic layer was dried over magnesium sulphate, filtered and evaporated to give 2-{4-[N-(7-chloroquinolin-3-yl)amino]phenoxy}propionic acid (200 mg) as a brown solid, mp 150° C.